This data is from the Open Reaction Database (ORD), a public repository of structured organic reaction records. The task is: describe an organic reaction: reactants, conditions, products, and yield Starting materials: ClC=1C=C(C=CC1S(=O)(=O)C)[C@H](C(=O)NC1=NN(C=C1)C)CC1CCCC1 (3-[2(R)-(3-chloro-4-methanesulfonyl-phenyl)-3-cyclopentyl-propionylamino]-1-methyl-pyrazole), ClC=1C=C(C=CC1S(=O)(=O)C)[C@H](C(=O)NC1=NN(C=C1)C)CC1CCCC1 (3-[2(R)-(3-chloro-4-methanesulfonyl-phenyl)-3-cyclopentyl-propionylamino]-1-methyl-pyrazole), N1=C(C=CC=C1C)C (2,6-lutidine), solution, C(C(=O)Cl)(=O)Cl (oxalyl chloride), COC(C1=CC(=CC=C1)CN1N=C(C=C1)N)=O (3-(3-amino-pyrazol-1-ylmethyl)-benzoic acid methyl ester). The solvent is C(Cl)Cl (methylene chloride), C(Cl)Cl (methylene chloride). Run at temperature 25 celsius, time 20 minute. The product is COC(C1=CC(=CC=C1)CN1N=C(C=C1)NC([C@H](CC1CCCC1)C1=CC(=C(C=C1)S(=O)(=O)C)Cl)=O)=O (3-{3-[2-(R)-(3-chloro-4-methanesulfonyl-phenyl)-3-cyclopentyl-propionylamino]-pyrazol-1-ylmethyl}-benzoic acid methyl ester). The yield is 47.4%. Reaction SMILES: [Cl:1][C:2]1[CH:3]=[C:4]([C@@H:12]([CH2:22][CH:23]2[CH2:27][CH2:26][CH2:25][CH2:24]2)[C:13]([NH:15][C:16]2[CH:20]=[CH:19][N:18]([CH3:21])[N:17]=2)=[O:14])[CH:5]=[CH:6][C:7]=1[S:8]([CH3:11])(=[O:10])=[O:9].C(Cl)(=O)C(Cl)=O.N1C(C)=CC=CC=1C.[CH3:42][O:43][C:44](=[O:58])[C:45]1[CH:50]=[CH:49][CH:48]=[C:47](CN2C=CC(N)=N2)[CH:46]=1>C(Cl)Cl>[CH3:42][O:43][C:44](=[O:58])[C:45]1[CH:50]=[CH:49][CH:48]=[C:47]([CH2:21][N:18]2[CH:19]=[CH:20][C:16]([NH:15][C:13](=[O:14])[C@@H:12]([C:4]3[CH:5]=[CH:6][C:7]([S:8]([CH3:11])(=[O:10])=[O:9])=[C:2]([Cl:1])[CH:3]=3)[CH2:22][CH:23]3[CH2:24][CH2:25][CH2:26][CH2:27]3)=[N:17]2)[CH:46]=1. Reported procedure: 2-(R)-(3-Chloro-4-methanesulfonyl-phenyl)-3-cyclopentyl-propionic acid (250 mg, 0.76 mmol, prepared as in PCT WO 2004/052869 A1, Example 1) was dissolved in methylene chloride (3.8 mL) and a 2.0 M solution of oxalyl chloride in methylene chloride (380 μL, 0.76 mmol) was added and the reaction stirred at 25° C. for 20 min. The solution was chilled to 0° C. and 2,6-lutidine (180 μL, 1.52 mmol) was added. The reaction continued to stir at 0° C. for 20 min. The 3-(3-amino-pyrazol-1-ylmethyl)-benzoic... The reactants are NC1=C(C=C(C=C1)C(CC)(CC)C1=CC(=C(OCC(C(C)(C)C)=O)C=C1)C)C (1-{4-[1-(4-amino-3-methyl-phenyl)-1-ethyl-propyl]-2-methyl-phenoxy}-3,3-dimethyl-butan-2-one), C(C)S(=O)(=O)Cl (ethanesulfonyl chloride). The product is N-(4-{1-[4-(3,3-dimethyl-2-oxo-butoxy)-3-methyl-phenyl]-1-ethyl-propyl}-2-methyl-phenyl)-N,N-bis-ethanesulfonamide, CC(C(COC1=C(C=C(C=C1)C(CC)(CC)C1=CC(=C(C=C1)NS(=O)(=O)CC)C)C)=O)(C)C (N-(4-{1-[4-(3,3-Dimethyl-2-oxo-butoxy)-3-methyl-phenyl]-1-ethyl-propyl}-2-methyl-phenyl)-ethanesulfonamide). Isolated yield 45.7%. As a reaction SMILES: [NH2:1][C:2]1[CH:7]=[CH:6][C:5]([C:8]([C:13]2[CH:26]=[CH:25][C:16]([O:17][CH2:18][C:19](=[O:24])[C:20]([CH3:23])([CH3:22])[CH3:21])=[C:15]([CH3:27])[CH:14]=2)([CH2:11][CH3:12])[CH2:9][CH3:10])=[CH:4][C:3]=1[CH3:28].[CH2:29]([S:31](Cl)(=[O:33])=[O:32])[CH3:30]>>[CH3:21][C:20]([CH3:22])([CH3:23])[C:19](=[O:24])[CH2:18][O:17][C:16]1[CH:25]=[CH:26][C:13]([C:8]([C:5]2[CH:6]=[CH:7][C:2]([NH:1][S:31]([CH2:29][CH3:30])(=[O:33])=[O:32])=[C:3]([CH3:28])[CH:4]=2)([CH2:11][CH3:12])[CH2:9][CH3:10])=[CH:14][C:15]=1[CH3:27]. Procedure details: Using a procedure analogous to Example 17, 1-{4-[1-(4-amino-3-methyl-phenyl)-1-ethyl-propyl]-2-methyl-phenoxy}-3,3-dimethyl-butan-2-one (229 mg, 0.6 mmol), ethanesulfonyl chloride (0.080 mL, 0.9 mmol) gives N-(4-{1-[4-(3,3-dimethyl-2-oxo-butoxy)-3-methyl-phenyl]-1-ethyl-propyl}-2-methyl-phenyl)-N,N-bis-ethanesulfonamide (Example 22) (120 mg, 35%), and N-(4-{1-[4-(3,3-Dimethyl-2-oxo-butoxy)-3-methyl-phenyl]-1-ethyl-propyl}-2-methyl-phenyl)-ethanesulfonamide (Example 23) (130 mg, 46%). Reactants: OCCCO, COC(=O)c1cc(Cc2c(C)c(OC)c(OC)c(OC)c2OC)ccc1OS(=O)(=O)C(F)(F)F, Cc1ccccc1, CCOC(C)=O, [Cl-], [Li+], [Na+], [Na+], O=C([O-])[O-], OB(O)c1cccnc1. The product is COC(=O)c1cc(Cc2c(C)c(OC)c(OC)c(OC)c2OC)ccc1-c1cccnc1. As a reaction SMILES: [CH2:43]([OH:44])[CH2:45][CH2:46][OH:47].[CH3:1][O:2][c:3]1[c:4]([CH3:34])[c:5]([CH2:6][c:7]2[cH:8][cH:9][c:10]([O:17][S:18]([C:19]([F:20])([F:21])[F:22])(=[O:23])=[O:24])[c:11]([C:12](=[O:13])[O:14][CH3:15])[cH:16]2)[c:25]([O:32][CH3:33])[c:26]([O:30][CH3:31])[c:27]1[O:28][CH3:29].[CH3:57][c:58]1[cH:59][cH:60][cH:61][cH:62][cH:63]1.[CH3:64][CH2:65][O:66][C:67](=[O:68])[CH3:69].[Cl-:42].[Li+:41].[Na+:35].[Na+:36].[O-:37][C:38](=[O:39])[O-:40].[n:48]1[cH:49][c:50]([B:54]([OH:55])[OH:56])[cH:51][cH:52][cH:53]1>>[CH3:1][O:2][c:3]1[c:4]([CH3:34])[c:5]([CH2:6][c:7]2[cH:8][cH:9][c:10](-[c:50]3[cH:49][n:48][cH:53][cH:52][cH:51]3)[c:11]([C:12](=[O:13])[O:14][CH3:15])[cH:16]2)[c:25]([O:32][CH3:33])[c:26]([O:30][CH3:31])[c:27]1[O:28][CH3:29]. Reactants: CC(COCC(CN1CCCC1)O)(C)C (α-[(2,2-dimethylpropoxy)methyl]-1-pyrrolidineethanol), product, P(Cl)(Cl)(Cl)(Cl)Cl (phosphorous pentachloride), [OH-].[K+] (potassium hydroxide), ice, ice. Solvent: C1(=CC=CC=C1)C (toluene), C1(=CC=CC=C1)C (toluene). Conditions: time 1.5 hour. Product: ClC(CN1CCCC1)COCC(C)(C)C (1-[2-Chloro-3-(2,2-dimethylpropoxy)propyl]pyrrolidine). Isolated yield 72.1%. Reaction SMILES: [CH3:1][C:2]([CH3:15])([CH3:14])[CH2:3][O:4][CH2:5][CH:6](O)[CH2:7][N:8]1[CH2:12][CH2:11][CH2:10][CH2:9]1.P(Cl)(Cl)(Cl)(Cl)[Cl:17].[OH-].[K+]>C1(C)C=CC=CC=1>[Cl:17][CH:6]([CH2:5][O:4][CH2:3][C:2]([CH3:15])([CH3:14])[CH3:1])[CH2:7][N:8]1[CH2:12][CH2:11][CH2:10][CH2:9]1 |f:2.3|. Procedure: Dry hydrogen chloride gas was bubbled into an ice-cooled solution of 107.7 g (0.5 mole) of α-[(2,2-dimethylpropoxy)methyl]-1-pyrrolidineethanol (the product of Example 3a) in 110 ml of dry toluene until 20.05 g (0.55 mole) was taken up. This solution was added to a stirred ice-cooled suspension of 109.4 g (0.525 mole) of phosphorous pentachloride in 60ml of dry toluene (argon atmosphere) at a rate to keep the reaction temperature between 10°-15° C. After the addition was complete, the ice bath w... Starting materials: N(=O)[O-].[Na+] (NaNO2), O.O.Cl[Sn]Cl (SnCl2.2H2O), NC1=C(C=CC(=C1)F)C(CCCCl)=O (1-(2-amino-4-fluorophenyl)-4-chloro-1-butanone). The solvent is O (H2O), Cl (HCl), Cl (HCl). Conditions: temperature -3 celsius, time 1 hour. Product: ClCCCC1=NNC2=CC(=CC=C12)F (3-(3-chloropropyl)-6-fluoroindazole). Yield: 86.0%. Reaction SMILES: [NH2:1][C:2]1[CH:7]=[C:6]([F:8])[CH:5]=[CH:4][C:3]=1[C:9](=O)[CH2:10][CH2:11][CH2:12][Cl:13].[N:15]([O-])=O.[Na+].O.O.Cl[Sn]Cl>Cl.O>[Cl:13][CH2:12][CH2:11][CH2:10][C:9]1[C:3]2[C:2](=[CH:7][C:6]([F:8])=[CH:5][CH:4]=2)[NH:1][N:15]=1 |f:1.2,3.4.5|. Procedure: To a suspension of 1-(2-amino-4-fluorophenyl)-4-chloro-1-butanone (500 mg, 2.3 mmol) in conc. HCl (3.2 mL) was added a solution of NaNO2 in H2O (0.7 mL) and stirred for 1 h at −6-0° C. A solution of SnCl2.2H2O (1.25 g, 5.51 mmol) in conc. HCl (1.7 mL) was added the reaction mixture and stirred for additional 1 h at 0° C. The reaction was quenched by addition of ice water and extracted with Et2O. The combined organic layer was washed with H2O and brine, dried over MgSO4, filtered and concentrated... Reactants: CCCCBr, [K+], [K+], NC(=O)c1c(F)ccc(OCC=CC(=O)O)c1F, O=C([O-])[O-], CN(C)C=O, O. Product: CCCCOC(=O)C=CCOc1ccc(F)c(C(N)=O)c1F. Reaction SMILES: [CH2:25]([CH2:26][CH2:27][CH3:28])[Br:29].[K+:19].[K+:20].[NH2:1][C:2](=[O:3])[c:4]1[c:5]([F:18])[c:6]([O:7][CH2:8][CH:9]=[CH:10][C:11](=[O:12])[OH:13])[cH:14][cH:15][c:16]1[F:17].[O-:21][C:22]([O-:23])=[O:24].[O:30]=[CH:31][N:32]([CH3:33])[CH3:34].[OH2:35]>>[NH2:1][C:2](=[O:3])[c:4]1[c:5]([F:18])[c:6]([O:7][CH2:8][CH:9]=[CH:10][C:11](=[O:12])[O:13][CH2:25][CH2:26][CH2:27][CH3:28])[cH:14][cH:15][c:16]1[F:17]. The reactants are BrC1=CC=2N(C(N(C(C2S1)=O)C1CCN(CC1)C(=O)OC(C)(C)C)=O)CC=1N=NN(N1)CC (Tert-butyl 4-[6-bromo-1-[(2-ethyl-2H-tetrazol-5-yl)methyl]-2,4-dioxo-1,4-dihydrothieno[3,2-d]pyrimidin-3(2H)-yl]piperidine-1-carboxylate), COC1=C(C=C(C=C1)OC)B(O)O ((2,5-dimethoxyphenyl)boronic acid), C([O-])([O-])=O.[Cs+].[Cs+] (cesium carbonate). The reagents and catalysts are C1CCC(CC1)P(C2CCCCC2)C3CCCCC3.C1CCC(CC1)P(C2CCCCC2)C3CCCCC3.Cl[Pd]Cl (dichlorobis(tricyclohexylphosphine)palladium). Run in COCCOC (DME). Product: COC1=C(C=C(C=C1)OC)C1=CC=2N(C(N(C(C2S1)=O)C1CCN(CC1)C(=O)OC(C)(C)C)=O)CC=1N=NN(N1)CC (tert-butyl 4-[6-(2,5-dimethoxyphenyl)-1-[(2-ethyl-2H-tetrazol-5-yl)methyl]-2,4-dioxo-1,4-dihydrothieno[3,2-d]pyrimidin-3(2H)-yl]piperidine-1-carboxylate). Reaction SMILES: Br[C:2]1[S:10][C:9]2[C:8](=[O:11])[N:7]([CH:12]3[CH2:17][CH2:16][N:15]([C:18]([O:20][C:21]([CH3:24])([CH3:23])[CH3:22])=[O:19])[CH2:14][CH2:13]3)[C:6](=[O:25])[N:5]([CH2:26][C:27]3[N:28]=[N:29][N:30]([CH2:32][CH3:33])[N:31]=3)[C:4]=2[CH:3]=1.[CH3:34][O:35][C:36]1[CH:41]=[CH:40][C:39]([O:42][CH3:43])=[CH:38][C:37]=1B(O)O.C(=O)([O-])[O-].[Cs+].[Cs+]>COCCOC.C1CCC(P(C2CCCCC2)C2CCCCC2)CC1.C1CCC(P(C2CCCCC2)C2CCCCC2)CC1.Cl[Pd]Cl>[CH3:34][O:35][C:36]1[CH:41]=[CH:40][C:39]([O:42][CH3:43])=[CH:38][C:37]=1[C:2]1[S:10][C:9]2[C:8](=[O:11])[N:7]([CH:12]3[CH2:13][CH2:14][N:15]([C:18]([O:20][C:21]([CH3:22])([CH3:24])[CH3:23])=[O:19])[CH2:16][CH2:17]3)[C:6](=[O:25])[N:5]([CH2:26][C:27]3[N:28]=[N:29][N:30]([CH2:32][CH3:33])[N:31]=3)[C:4]=2[CH:3]=1 |f:2.3.4,6.7.8|. Procedure details: Tert-butyl 4-[6-bromo-1-[(2-ethyl-2H-tetrazol-5-yl)methyl]-2,4-dioxo-1,4-dihydrothieno[3,2-d]pyrimidin-3(2H)-yl]piperidine-1-carboxylate (203 mg, compound B101), (2,5-dimethoxyphenyl)boronic acid (100 mg), dichlorobis(tricyclohexylphosphine)palladium (37 mg) and aqueous cesium carbonate solution (0.375 ml, 2.0 M) in DME (10 ml) are reacted according to the procedure described in example B55 to afford the title compound after purification by flash column chromatography [silica gel, elution gradie... Reactants: CCO, CCOC(=O)COc1cc(Cl)c2c(=O)c(-c3ccccc3C)coc2c1, [Na+], [OH-]. Reaction SMILES: [CH3:29][CH2:30][OH:31].[Cl:1][c:2]1[cH:3][c:4]([O:20][CH2:21][C:22](=[O:23])[O:24][CH2:25][CH3:26])[cH:5][c:6]2[c:7]1[c:8](=[O:19])[c:9](-[c:12]1[c:13]([CH3:18])[cH:14][cH:15][cH:16][cH:17]1)[cH:10][o:11]2.[Na+:28].[OH-:27]>>[Cl:1][c:2]1[cH:3][c:4]([O:20][CH2:21][C:22](=[O:23])[OH:24])[cH:5][c:6]2[c:7]1[c:8](=[O:19])[c:9](-[c:12]1[c:13]([CH3:18])[cH:14][cH:15][cH:16][cH:17]1)[cH:10][o:11]2. Product: Cc1ccccc1-c1coc2cc(OCC(=O)O)cc(Cl)c2c1=O. Starting materials: OC(CCCC(=O)OC)CO (Methyl 5,6-dihydroxyhexanoate), C(\C=C\C=C\CCCCCCC)=O (2E,4E-dodecadienal), C1(=CC=C(C=C1)S(=O)(=O)[O-])C.[NH+]1=CC=CC=C1 (pyridinium p-toluenesulfonate). Run in C1=CC=CC=C1 (benzene), CCCCCC.C(C)(=O)OCC (hexane ethyl acetate). Product: C(=C\C=C\CCCCCCC)/C1OCC(O1)CCCC(=O)OC ((±) Methyl 2-undeca-1E,3E-dienyl-1,3-dioxolane-4-butanoate). Reaction SMILES: [OH:1][CH:2]([CH2:10][OH:11])[CH2:3][CH2:4][CH2:5][C:6]([O:8][CH3:9])=[O:7].[CH:12](=O)/[CH:13]=[CH:14]/[CH:15]=[CH:16]/[CH2:17][CH2:18][CH2:19][CH2:20][CH2:21][CH2:22][CH3:23].C1(C)C=CC(S([O-])(=O)=O)=CC=1.[NH+]1C=CC=CC=1>C1C=CC=CC=1.CCCCCC.C(OCC)(=O)C>[CH:13](/[CH:12]1[O:1][CH:2]([CH2:3][CH2:4][CH2:5][C:6]([O:8][CH3:9])=[O:7])[CH2:10][O:11]1)=[CH:14]\[CH:15]=[CH:16]\[CH2:17][CH2:18][CH2:19][CH2:20][CH2:21][CH2:22][CH3:23] |f:2.3,5.6|. Reported procedure: Methyl 5,6-dihydroxyhexanoate (0.32 g, 2.0 mmol), 2E,4E-dodecadienal and catalytic pyridinium p-toluenesulfonate (PPTS) were refluxed in 10 ml of benzene for 39 hours with a Dean-Stark trap. Molecular sieves were added after 19 hours. The reaction mixture was cooled, filtered and concentrated. Flash chromatography on silica gel with 25:1 hexane/ethyl acetate as eluent gave the product (0.10 g, 0.31 mmol), 15%. Starting materials: C(C)(=O)O (acetic acid), N1=CC(=CC=C1)OC1=CC=C(C=O)C=C1 (4-(pyridine-3-yloxy)-benzaldehyde), [N+](=O)([O-])C (nitromethane), C(C)(=O)[O-].[NH4+] (ammonium acetate). The solvent is C(C)(=O)OCC (ethyl acetate), O (Water). Reaction conditions: temperature 110 celsius, time 3 hour. The product is [N+](=O)([O-])/C=C/C1=CC=C(OC=2C=NC=CC2)C=C1 (3-(4-((E)-2-Nitro-vinyl)-phenoxy)-pyridine). Yield: 96.8%. Reaction SMILES: C(O)(=O)C.[N:5]1[CH:10]=[CH:9][CH:8]=[C:7]([O:11][C:12]2[CH:19]=[CH:18][C:15]([CH:16]=O)=[CH:14][CH:13]=2)[CH:6]=1.[N+:20]([CH3:23])([O-:22])=[O:21].C([O-])(=O)C.[NH4+]>C(OCC)(=O)C.O>[N+:20](/[CH:23]=[CH:16]/[C:15]1[CH:18]=[CH:19][C:12]([O:11][C:7]2[CH:6]=[N:5][CH:10]=[CH:9][CH:8]=2)=[CH:13][CH:14]=1)([O-:22])=[O:21] |f:3.4|. Reported procedure: To an acetic acid (17.0 mL) solution of 4-(pyridine-3-yloxy)-benzaldehyde (1.70 g, 8.53 mmol) described in Manufacturing Example 76-1-1 were added nitromethane (2.60 g, 42.7 mmol) and ammonium acetate (1.32 g, 17.1 mmol) under nitrogen atmosphere, which was stirred for 3 hours at 110° C. Water and ethyl acetate were added to the reaction solution, and the organic layer was then extracted with ethyl acetate. The organic layer was washed with water and saturated aqueous sodium chloride, dried over...